This data is from the Open Reaction Database (ORD), a public repository of structured organic reaction records. The task is: describe an organic reaction: reactants, conditions, products, and yield Reactants: BrC1=CC2=C(OCC2(C)C)C=C1C (5-bromo-3,3,6-trimethyl-2,3-dihydrobenzo[b]furan), FC1(OC2=C(O1)C=C(C(=C2)C=2N=CC(=NC2)NC(C2=C(C=CC=C2)F)=O)C)F (N-(5-(2,2-difluoro-6-methylbenzo[d][1,3]dioxol-5-yl)pyrazin-2-yl)-2-fluorobenzamide), bis(ditertbutyl(4-dimethylaminophenyl)phosphine)dichloropalladium (II), [O-]P(=O)([O-])[O-].[K+].[K+].[K+] (K3PO4). Solvent: C(C)#N (ACN), O1CCOCC1 (dioxane), O (H2O). Reaction conditions: temperature 85 celsius. Yields the product CC1(C2=C(OC1)C=C(C(=C2)C=2C=CC(=NC2)N)C)C (5-(3,3,6-trimethyl-2,3-dihydrobenzo[3,4-b]furan-5-yl)-2-pyridylamine). Yield: 90.8%. Reaction SMILES: Br[C:2]1[C:12]([CH3:13])=[CH:11][C:5]2[O:6][CH2:7][C:8]([CH3:10])([CH3:9])[C:4]=2[CH:3]=1.FC1(F)OC2C=C(C)C(C3N=C[C:27]([NH:30][C:31](=O)[C:32]4[CH:37]=[CH:36]C=CC=4F)=[N:28]C=3)=CC=2O1.[O-]P([O-])([O-])=O.[K+].[K+].[K+]>C(#N)C.O1CCOCC1.O>[CH3:9][C:8]1([CH3:10])[CH2:7][O:6][C:5]2[CH:11]=[C:12]([CH3:13])[C:2]([C:32]3[CH:37]=[CH:36][C:27]([NH2:28])=[N:30][CH:31]=3)=[CH:3][C:4]1=2 |f:2.3.4.5|. Procedure: A mixture of 5-bromo-3,3,6-trimethyl-2,3-dihydrobenzo[b]furan (171) (241 mg, 1 mmol), 2-aminopyridine-5-boronic acid pinacol ester (11) (330 mg, 1.5 mmol), bis(ditertbutyl(4-dimethylaminophenyl)phosphine)dichloropalladium (II) (106 mg), and K3PO4 (636 mg) in 3 ml ACN, 3 ml dioxane, 1.5 ml H2O was bubbled with argon before heated at 85° C. for 2.5 h. After cooling down to r.t., the reaction mixture was taken up in EA, washed with aq. NaHCO3 and brine. Org. phase was dried over Na2SO4, concentrate...